Dataset: the Open Reaction Database (ORD), a public repository of structured organic reaction records. Task: describe an organic reaction: reactants, conditions, products, and yield Procedure details: A mixture of (4-nitro-2-phenylbenzoyl)methionine methyl ester (7.69 g, 30 mmol), prepared as in Example 192A and aqueous saturated lithium hydroxide (20 mL) in methanol (50 mL) was refluxed for 6 hours. The reaction mixture was carefully acidified with concentrated hydrochloric acid (10 mL), and extracted with ethyl acetate (4×). The combine extracts were washed with brine, dried over anhydrous magnesium sulfate, filtered and concentrated in vacuo. The residue was dissolved in dichloromethane (5... Reagents/catalysts: CN(C1=CC=NC=C1)C (4-dimethylaminopyridine). As a reaction SMILES: [CH3:1][O:2][C:3](=[O:27])[C@H:4]([CH2:23][CH2:24][S:25][CH3:26])[NH:5][C:6](=[O:22])[C:7]1[CH:12]=[CH:11][C:10]([N+:13]([O-:15])=[O:14])=[CH:9][C:8]=1[C:16]1[CH:21]=[CH:20][CH:19]=[CH:18][CH:17]=1.[OH-].[Li+].Cl.[CH3:31][Si:32]([CH3:37])([CH3:36])[CH2:33]CO.C(N=C=NC(C)C)(C)C>CO.CN(C)C1C=CN=CC=1.C1COCC1>[CH3:31][Si:32]([CH3:37])([CH3:36])[CH2:33][CH2:1][O:2][C:3](=[O:27])[C@H:4]([CH2:23][CH2:24][S:25][CH3:26])[NH:5][C:6](=[O:22])[C:7]1[CH:12]=[CH:11][C:10]([N+:13]([O-:15])=[O:14])=[CH:9][C:8]=1[C:16]1[CH:17]=[CH:18][CH:19]=[CH:20][CH:21]=1 |f:1.2|. Isolated yield 62.5%. The reactants are COC([C@@H](NC(C1=C(C=C(C=C1)[N+](=O)[O-])C1=CC=CC=C1)=O)CCSC)=O ((4-nitro-2-phenylbenzoyl)methionine methyl ester), [OH-].[Li+] (lithium hydroxide), C[Si](CCO)(C)C (2-trimethylsilylethanol), C(C)(C)N=C=NC(C)C (1,3-diisopropylcarbodiimide), Cl (hydrochloric acid), Cl (hydrochloric acid). Yields the product C[Si](CCOC([C@@H](NC(C1=C(C=C(C=C1)[N+](=O)[O-])C1=CC=CC=C1)=O)CCSC)=O)(C)C ((4-nitro-2-phenylbenzoyl)methionine 2-trimethylsilylethyl ester). Run in CO (methanol), C1CCOC1 (THF). Conditions: time 4 hour. The reactants are CC1=CC(=NC(=N1)C(F)(F)F)N1C[C@@H]2CCNC[C@H]12 ((1R,6S)-8-(6-methyl-2-trifluoromethyl-pyrimidin-4-yl)-3,8-diaza-bicyclo[4.2.0]octane), FC1=C(C(=O)O)C(=CC=C1)C1=NC=CC=N1 (2-fluoro-6-(pyrimidin-2-yl)benzoic acid), S1C(=CC=C1)C1=C(C(=O)O)C=CC=C1 (2-thiophen-2-yl-benzoic acid), CC1=NC(=NC(=C1)C)N1C[C@@H]2CCNC[C@H]12 ((1R,6S)8-(4,6-dimethyl-pyrimidin-2-yl)-3,8-diaza-bicyclo[4.2.0]octane), FC1=C(C(=O)O)C(=CC=C1)C1=NC=CC=N1 (2-fluoro-6-(pyrimidin-2-yl)benzoic acid). Yields the product FC1=C(C(=CC=C1)C1=NC=CC=N1)C(=O)N1C[C@@H]2N(C[C@@H]2CC1)C1=NC(=NC(=C1)C)C(F)(F)F ((1R,6S)-3-[(2-Fluoro-6-pyrimidin-2-ylphenyl)carbonyl]-8-[6-methyl-2-(trifluoromethyl)pyrimidin-4-yl]-3,8-diazabicyclo[4.2.0]octane). Reaction SMILES: [CH3:1][C:2]1[N:7]=[C:6]([C:8]([F:11])([F:10])[F:9])[N:5]=[C:4]([N:12]2[C@@H:19]3[C@@H:14]([CH2:15][CH2:16][NH:17][CH2:18]3)[CH2:13]2)[CH:3]=1.CC1C=C(C)N=C(N2[C@@H]3[C@@H](CCNC3)C2)N=1.[F:36][C:37]1[CH:45]=[CH:44][CH:43]=[C:42]([C:46]2[N:51]=[CH:50][CH:49]=[CH:48][N:47]=2)[C:38]=1[C:39](O)=[O:40].S1C=CC=C1C1C=CC=CC=1C(O)=O>>[F:36][C:37]1[CH:45]=[CH:44][CH:43]=[C:42]([C:46]2[N:47]=[CH:48][CH:49]=[CH:50][N:51]=2)[C:38]=1[C:39]([N:17]1[CH2:16][CH2:15][C@@H:14]2[C@@H:19]([N:12]([C:4]3[CH:3]=[C:2]([CH3:1])[N:7]=[C:6]([C:8]([F:10])([F:9])[F:11])[N:5]=3)[CH2:13]2)[CH2:18]1)=[O:40]. Procedure details: The title compound was prepared in a manner analogous to Example 1, substituting (1R,6S)-[8-(6-methyl-2-trifluoromethyl-pyrimidin-4-yl)-3,8-diaza-bicyclo[4.2.0]octane (Intermediate 9) for (1R,6S)8-(4,6-dimethyl-pyrimidin-2-yl)-3,8-diaza-bicyclo[4.2.0]octane and 2-fluoro-6-(pyrimidin-2-yl)benzoic acid (Intermediate 48) for 2-thiophen-2-yl-benzoic acid. MS (ESI) mass calcd. For C23H20F4N6O, 472.45; m/z found 473.0 [M+H]+.